Dataset: the Open Reaction Database (ORD), a public repository of structured organic reaction records. Task: describe an organic reaction: reactants, conditions, products, and yield Reactants: ClC1=C(C(C(C1(F)F)(F)F)(F)F)Cl (1,2-dichlorohexafluorocyclopentene), [H][H] (hydrogen). Reagents/catalysts: [Pd] (palladium/carbon). The solvent is C(C)N(CC)CC (triethylamine). Conditions: temperature 40 celsius. Yields the product FC1(C(C(CC1)(F)F)(F)F)F (1,1,2,2,3,3-hexafluorocyclopentane). Yield: 115.5%. RXN SMILES: Cl[C:2]1[C:6]([F:8])([F:7])[C:5]([F:10])([F:9])[C:4]([F:12])([F:11])[C:3]=1Cl.[H][H]>[Pd].C(N(CC)CC)C>[F:7][C:6]1([F:8])[CH2:2][CH2:3][C:4]([F:12])([F:11])[C:5]1([F:9])[F:10]. Procedure: A stainless steel reactor, the inner wall of which was lined with a fluoroplastic, was charged with 5.0 g of 1,2-dichlorohexafluorocyclopentene, 0.1 g of a 5%-palladium/carbon catalyst and 4.1 g of triethylamine, and hydrogen gas was introduced to a pressure of 5 kg/cm2. The mixture was heated to 40° C. while being stirred, and the reaction was conducted while the hyfrogen consumed was supplemented. After 7 hours' reaction, it was confirmed that the consumption of hydrogen ceased. Then the catal... Starting materials: C(C1=CC=CC=C1)OCCCCCCCCCCBr (10-benzyloxydecanyl bromide), [Li] (lithium), CC(C(=O)O)C (2-methylpropionic acid), Cl (hydrochloric acid), C(C)(C)[N-]C(C)C.[Li+] (lithium diisopropylamide). The solvent is O1CCCC1 (tetrahydrofuran). Product: C(C1=CC=CC=C1)OCCCCCCCCCCC(C(=O)O)(C)C (12-benzyloxy-2,2-dimethyldodecanoic acid). The yield is 46.0%. RXN SMILES: [Li].[CH3:2][CH:3]([CH3:7])[C:4]([OH:6])=[O:5].C([N-]C(C)C)(C)C.[Li+].[CH2:16]([O:23][CH2:24][CH2:25][CH2:26][CH2:27][CH2:28][CH2:29][CH2:30][CH2:31][CH2:32][CH2:33]Br)[C:17]1[CH:22]=[CH:21][CH:20]=[CH:19][CH:18]=1.Cl>O1CCCC1>[CH2:16]([O:23][CH2:24][CH2:25][CH2:26][CH2:27][CH2:28][CH2:29][CH2:30][CH2:31][CH2:32][CH2:33][C:3]([CH3:7])([CH3:2])[C:4]([OH:6])=[O:5])[C:17]1[CH:22]=[CH:21][CH:20]=[CH:19][CH:18]=1 |f:2.3,^1:0|. Reported procedure: According to the method reported by George R. Newkome et al.: Synthesis, 1975, 517, lithium dianion of 2-methylpropionic acid was generated from lithium diisopropylamide in tetrahydrofuran under a nitrogen atmosphere. After the dropwise addition thereto of 18 g of 10-benzyloxydecanyl bromide at -20° C., the mixture was reacted at 45° C. for 2 hours. The reaction mixture was then mixed with cold dilute hydrochloric acid and extracted with ether, and the separated ether layer was washed with dilut... The reactants are COC=1C=C(C=CC1OCC=1N=C(OC1C)C1=CC=CC=C1)CCCC1OCCO1 (2-[3-[3-methoxy-4-(5-methyl-2-phenyl-4-oxazolylmethoxy)phenyl]propyl]-1,3-dioxolan), O1C(NC(C1)=O)=O (2,4-oxazolidinedione). Yields the product COC=1C=C(C=CC1OCC=1N=C(OC1C)C1=CC=CC=C1)CCCCC1C(NC(O1)=O)=O (5-[4-[3-methoxy-4-(5-methyl-2-phenyl-4-oxazolylmethoxy)phenyl]butyl]-2,4-oxazolidinedione). As a reaction SMILES: [CH3:1][O:2][C:3]1[CH:4]=[C:5]([CH2:23][CH2:24][CH2:25][CH:26]2OCCO2)[CH:6]=[CH:7][C:8]=1[O:9][CH2:10][C:11]1[N:12]=[C:13]([C:17]2[CH:22]=[CH:21][CH:20]=[CH:19][CH:18]=2)[O:14][C:15]=1[CH3:16].[O:31]1[CH2:35][C:34](=[O:36])[NH:33][C:32]1=[O:37]>>[CH3:1][O:2][C:3]1[CH:4]=[C:5]([CH2:23][CH2:24][CH2:25][CH2:26][CH:35]2[O:31][C:32](=[O:37])[NH:33][C:34]2=[O:36])[CH:6]=[CH:7][C:8]=1[O:9][CH2:10][C:11]1[N:12]=[C:13]([C:17]2[CH:22]=[CH:21][CH:20]=[CH:19][CH:18]=2)[O:14][C:15]=1[CH3:16]. Reported procedure: In substantially the same manner as in Working Example 18, 2-[3-[3-methoxy-4-(5-methyl-2-phenyl-4-oxazolylmethoxy)phenyl]propyl]-1,3-dioxolan was condensed with 2,4-oxazolidinedione. The condensate was subjected to catalytic hydrogenation to yield 5-[4-[3-methoxy-4-(5-methyl-2-phenyl-4-oxazolylmethoxy)phenyl]butyl]-2,4-oxazolidinedione, which was recrystallized from dichloromethane-isopropyl ether to give colorless prisms, m.p.135-136° C.